This data is from the Open Reaction Database (ORD), a public repository of structured organic reaction records. The task is: describe an organic reaction: reactants, conditions, products, and yield Yield: 34.2%. Reaction SMILES: [F:1][C:2]([F:22])([F:21])[C:3]1[CH:8]=[CH:7][C:6]([C:9]2[N:14]=[C:13]([CH:15]([OH:20])[CH2:16][CH2:17][CH2:18][CH3:19])[CH:12]=[CH:11][CH:10]=2)=[CH:5][CH:4]=1.O[C:24]1[C:29]([CH3:30])=[CH:28][C:27](/[CH:31]=[CH:32]/[C:33]([O:35][CH2:36][CH3:37])=[O:34])=[CH:26][C:25]=1[CH3:38].C1CCN(C(N=NC(N2CCCCC2)=O)=O)CC1.CCCCP(CCCC)CCCC>C1COCC1>[CH3:38][C:25]1[CH:26]=[C:27](/[CH:31]=[CH:32]/[C:33]([O:35][CH2:36][CH3:37])=[O:34])[CH:28]=[C:29]([CH3:30])[C:24]=1[O:20][CH:15]([C:13]1[CH:12]=[CH:11][CH:10]=[C:9]([C:6]2[CH:5]=[CH:4][C:3]([C:2]([F:21])([F:1])[F:22])=[CH:8][CH:7]=2)[N:14]=1)[CH2:16][CH2:17][CH2:18][CH3:19]. Procedure details: A stirred solution of 1-{6-[4-(trifluoromethyl)phenyl]-2-pyridinyl}-1-pentanol (62 mg, 0.20 mmol) and ethyl (2E)-3-(4-hydroxy-3,5-dimethylphenyl)-2-propenoate (79 mg, 0.36 mmol) in THF (4 mL) at 0° C. under nitrogen was added ADDP (101 mg, 0.40 mmol) followed by tri-N-butylphosphine (0.100 mL, 0.40 mmol). The resulting mixture was then allowed to warm slowly to ambient temperature overnight. After 66 h the solvent was removed under vacuum (Genevac) and the resulting solid partitioned between DCM... Reactants: CCCCP(CCCC)CCCC (tri-N-butylphosphine), FC(C1=CC=C(C=C1)C1=CC=CC(=N1)C(CCCC)O)(F)F (1-{6-[4-(trifluoromethyl)phenyl]-2-pyridinyl}-1-pentanol), OC1=C(C=C(C=C1C)/C=C/C(=O)OCC)C (ethyl (2E)-3-(4-hydroxy-3,5-dimethylphenyl)-2-propenoate), C1CCN(CC1)C(=O)N=NC(=O)N2CCCCC2 (ADDP). Run in C1CCOC1 (THF). Yields the product CC=1C=C(C=C(C1OC(CCCC)C1=NC(=CC=C1)C1=CC=C(C=C1)C(F)(F)F)C)/C=C/C(=O)OCC (Ethyl (2E)-3-{3,5-dimethyl-4-[(1-{6-[4-(trifluoromethyl)phenyl]-2-pyridinyl}pentyl)oxy]phenyl}-2-propenoate). The reactants are ice water, C1(CC1)C1=C(C(=NO1)C1=CC=CC=C1)C(C)=O (1-(5-cyclopropyl-3-phenyl-isoxazol-4-yl)-ethanone), BrBr (bromine). Solvent: C(Cl)(Cl)(Cl)Cl (carbontetrachloride), CC(=O)O (AcOH), C(Cl)(Cl)(Cl)Cl (carbontetrachloride). Product: BrCC(=O)C=1C(=NOC1C1CC1)C1=CC=CC=C1 (2-Bromo-1-(5-cyclopropyl-3-phenyl-isoxazol-4-yl)-ethanone). Yield: 96.0%. As a reaction SMILES: [CH:1]1([C:4]2[O:8][N:7]=[C:6]([C:9]3[CH:14]=[CH:13][CH:12]=[CH:11][CH:10]=3)[C:5]=2[C:15](=[O:17])[CH3:16])[CH2:3][CH2:2]1.[Br:18]Br>C(Cl)(Cl)(Cl)Cl.CC(O)=O>[Br:18][CH2:16][C:15]([C:5]1[C:6]([C:9]2[CH:10]=[CH:11][CH:12]=[CH:13][CH:14]=2)=[N:7][O:8][C:4]=1[CH:1]1[CH2:3][CH2:2]1)=[O:17]. Procedure: To a solution of 1-(5-cyclopropyl-3-phenyl-isoxazol-4-yl)-ethanone (3.34 g, 14.6 mmol) in carbontetrachloride (9.7 mL) and AcOH (0.4 mL) at 48° C. was added a solution of bromine (0.79 mL, 14.6 mmol) in carbontetrachloride (7.8 mL) over 10 min keeping the temperature below 50° C. After addition the reaction mixture was allowed to cool down to room temperature and poured into ice-water (50 mL). The layers were separated and the aqueous layer extracted with dichloromethane. The combined organic la... Starting materials: CCOC(=O)c1nn(C)c(-c2ccccc2-c2cc3ccccc3o2)c1C, CS(C)=O, [Na+], [OH-], O. Yields the product Cc1c(C(=O)O)nn(C)c1-c1ccccc1-c1cc2ccccc2o1. As a reaction SMILES: [CH2:1]([CH3:2])[O:3][C:4](=[O:5])[c:6]1[n:7][n:8]([CH3:27])[c:9](-[c:12]2[c:13](-[c:18]3[cH:19][c:20]4[c:21]([o:22]3)[cH:23][cH:24][cH:25][cH:26]4)[cH:14][cH:15][cH:16][cH:17]2)[c:10]1[CH3:11].[CH3:30][S:31]([CH3:32])=[O:33].[Na+:29].[OH-:28].[OH2:34]>>[O:3]=[C:4]([OH:5])[c:6]1[n:7][n:8]([CH3:27])[c:9](-[c:12]2[c:13](-[c:18]3[cH:19][c:20]4[c:21]([o:22]3)[cH:23][cH:24][cH:25][cH:26]4)[cH:14][cH:15][cH:16][cH:17]2)[c:10]1[CH3:11].